describe an organic reaction: reactants, conditions, products, and yield From a dataset of the Open Reaction Database (ORD), a public repository of structured organic reaction records. Reactants: O=C([O-])[O-], ClCCl, COc1ccc2c(c1)C13CCN(C)C(C2)C1(OC)CCC(=O)C3, [K+], [K+], N#CBr. Yields the product COc1ccc2c(c1)C13CCN(C#N)C(C2)C1(OC)CCC(=O)C3. RXN SMILES: [C:27](=[O:28])([O-:29])[O-:30].[CH2:33]([Cl:34])[Cl:35].[CH3:1][O:2][c:3]1[cH:4][cH:5][c:6]2[c:15]([cH:16]1)[C:14]13[C:9]([O:22][CH3:23])([CH:8]([CH2:7]2)[N:19]([CH3:20])[CH2:18][CH2:17]1)[CH2:10][CH2:11][C:12](=[O:21])[CH2:13]3.[K+:31].[K+:32].[N:24]#[C:25][Br:26]>>[CH3:1][O:2][c:3]1[cH:4][cH:5][c:6]2[c:15]([cH:16]1)[C:14]13[C:9]([O:22][CH3:23])([CH:8]([CH2:7]2)[N:19]([C:20]#[N:24])[CH2:18][CH2:17]1)[CH2:10][CH2:11][C:12](=[O:21])[CH2:13]3. Starting materials: NC=1SC=C(N1)CCN (2-amino-4-(2-aminoethyl)thiazole), C(C)(=O)O (acetic acid), C=O (formaldehyde), aqueous solution. The solvent is CO (methanol). The product is NC=1SC=2CNCCC2N1 (2-Amino-4,5,6,7-tetrahydrothiazolo[5,4-c]pyridine). Isolated yield 91.0%. RXN SMILES: [NH2:1][C:2]1[S:3][CH:4]=[C:5]([CH2:7][CH2:8][NH2:9])[N:6]=1.[C:10](O)(=O)C.C=O>CO>[NH2:1][C:2]1[S:3][C:4]2[CH2:10][NH:9][CH2:8][CH2:7][C:5]=2[N:6]=1. Procedure: A solution of 2-amino-4-(2-aminoethyl)thiazole (1.57 g, 11.0 mmol) in methanol (120 ml) was treated with acetic acid (0.15 ml, 2.6 mmol) and formaldehyde (0.89 ml of a 37% aqueous solution, 11 mmol). After ten minutes, the reaction mixture was concentrated in vacuo and subjected to column chromatography (eluant: 95:4:1 chloroform:methanol:concentrated ammonium hydroxide). The product was obtained as a white solid, m.p. 169°-173° (1.547 g, 10.0 mmol, 91% yield). Reactants: CC(=S)N1C(=O)c2ccccc2C1=O, ClC(Cl)Cl, NCCOc1ccccn1. Product: CC(=S)NCCOc1ccccn1. As a reaction SMILES: [C:11]([CH3:12])(=[S:13])[N:14]1[C:15](=[O:16])[c:17]2[c:18]([cH:19][cH:20][cH:21][cH:22]2)[C:23]1=[O:24].[Cl:25][CH:26]([Cl:27])[Cl:28].[n:1]1[c:2]([O:7][CH2:8][CH2:9][NH2:10])[cH:3][cH:4][cH:5][cH:6]1>>[n:1]1[c:2]([O:7][CH2:8][CH2:9][NH:10][C:11]([CH3:12])=[S:13])[cH:3][cH:4][cH:5][cH:6]1. The reactants are ClCCl, CC(=O)OC(C)=O, COC(=O)C1=C(C)NC(C)=C(C(=O)OC)C1c1cc([N+](=O)[O-])ccc1OCCCCN. Yields the product COC(=O)C1=C(C)NC(C)=C(C(=O)OC)C1c1cc([N+](=O)[O-])ccc1OCCCCNC(C)=O. As a reaction SMILES: [CH2:39]([Cl:40])[Cl:41].[CH3:32][C:33](=[O:34])[O:35][C:36](=[O:37])[CH3:38].[NH2:1][CH2:2][CH2:3][CH2:4][CH2:5][O:6][c:7]1[c:8]([CH:16]2[C:17]([C:28](=[O:29])[O:30][CH3:31])=[C:18]([CH3:27])[NH:19][C:20]([CH3:26])=[C:21]2[C:22](=[O:23])[O:24][CH3:25])[cH:9][c:10]([N+:13](=[O:14])[O-:15])[cH:11][cH:12]1>>[NH:1]([CH2:2][CH2:3][CH2:4][CH2:5][O:6][c:7]1[c:8]([CH:16]2[C:17]([C:28](=[O:29])[O:30][CH3:31])=[C:18]([CH3:27])[NH:19][C:20]([CH3:26])=[C:21]2[C:22](=[O:23])[O:24][CH3:25])[cH:9][c:10]([N+:13](=[O:14])[O-:15])[cH:11][cH:12]1)[C:33]([CH3:32])=[O:34]. Reactants: Cc1ccccc1N=C=S, CC(C)C(=O)Nc1cccc(C2CCN(CCCN)CC2)c1. Yields the product Cc1ccccc1NC(=S)NCCCN1CCC(c2cccc(NC(=O)C(C)C)c2)CC1. RXN SMILES: [N:1](=[C:2]=[S:3])[c:4]1[c:5]([CH3:10])[cH:6][cH:7][cH:8][cH:9]1.[NH2:11][CH2:12][CH2:13][CH2:14][N:15]1[CH2:16][CH2:17][CH:18]([c:21]2[cH:22][c:23]([NH:27][C:28]([CH:29]([CH3:30])[CH3:31])=[O:32])[cH:24][cH:25][cH:26]2)[CH2:19][CH2:20]1>>[NH:1]([C:2](=[S:3])[NH:11][CH2:12][CH2:13][CH2:14][N:15]1[CH2:16][CH2:17][CH:18]([c:21]2[cH:22][c:23]([NH:27][C:28]([CH:29]([CH3:30])[CH3:31])=[O:32])[cH:24][cH:25][cH:26]2)[CH2:19][CH2:20]1)[c:4]1[c:5]([CH3:10])[cH:6][cH:7][cH:8][cH:9]1. The reactants are NCCC[Si](OC)(OC)OC (3-aminopropyltrimethoxysilane), C(C=C)C1=C(C=CC=C1)O (2-allyl-phenol). The solvent is C1(=CC=CC=C1)C (toluene). Yields the product O1NC=CC2=C1C=CC=C2 (Benzoxazine). The yield is 94.0%. As a reaction SMILES: [NH2:1][CH2:2][CH2:3][CH2:4][Si](OC)(OC)OC.[CH2:12]([C:15]1C=CC=C[C:16]=1[OH:21])[CH:13]=[CH2:14]>C1(C)C=CC=CC=1>[O:21]1[C:16]2[CH:15]=[CH:12][CH:13]=[CH:14][C:4]=2[CH:3]=[CH:2][NH:1]1. Reported procedure: This compound was prepared according to the method described in the previous examples using 3-aminopropyltrimethoxysilane (17.9 g, 100 mmole), paraformaldehade (6.3 g, 210 mmole), 2-allyl-phenol (13.4 g, 0.1 mmole), and toluene (200 ml). The final product was obtained as a slightly yellow, mobile liquid. The yield was 94% of theory. Starting materials: C1CCOC1, CC(C)C[AlH]CC(C)C, CO, Cl, CCOC(=O)c1ccc2nc(-c3ccc(C(F)(F)F)cc3)sc2c1. Product: OCc1ccc2nc(-c3ccc(C(F)(F)F)cc3)sc2c1. As a reaction SMILES: [CH2:37]1[O:38][CH2:39][CH2:40][CH2:41]1.[CH3:1][CH:2]([CH2:3][AlH:4][CH2:5][CH:6]([CH3:7])[CH3:8])[CH3:9].[CH3:34][OH:35].[ClH:36].[F:10][C:11]([c:12]1[cH:13][cH:14][c:15](-[c:18]2[s:19][c:20]3[c:21]([n:22]2)[cH:23][cH:24][c:25]([C:27](=[O:28])[O:29][CH2:30][CH3:31])[cH:26]3)[cH:16][cH:17]1)([F:32])[F:33]>>[F:10][C:11]([c:12]1[cH:13][cH:14][c:15](-[c:18]2[s:19][c:20]3[c:21]([n:22]2)[cH:23][cH:24][c:25]([CH2:27][OH:28])[cH:26]3)[cH:16][cH:17]1)([F:32])[F:33].